Task: describe an organic reaction: reactants, conditions, products, and yield. Dataset: the Open Reaction Database (ORD), a public repository of structured organic reaction records The reactants are BrCCCCCCC(=O)O (7-bromoheptanoic acid), C(C(=O)Cl)(=O)Cl (oxalyl chloride), [Cl-].[Al+3].[Cl-].[Cl-] (aluminum chloride), ClC1=CC=C(C=C1)OC (4-chloroanisole), ClC(C)Cl (dichloroethane), Cl (hydrochloric acid). Solvent: ClCCCl (1,2-dichloroethane), C(Cl)Cl (methylene chloride). Reaction conditions: temperature 45 celsius, time 45 minute. Product: BrCCCCCCC(=O)C1=C(C=CC(=C1)Cl)O (7-bromo-1-(5-chloro-2-hydroxyphenyl)-1-heptanone), BrCCCCCCC(=O)C1=C(C=CC(=C1)Cl)OC (7-bromo-1-(5-chloro-2-methoxyphenyl)-1-heptanone). Reaction SMILES: [Br:1][CH2:2][CH2:3][CH2:4][CH2:5][CH2:6][CH2:7][C:8]([OH:10])=[O:9].C(Cl)(=O)C(Cl)=O.[Cl-].[Al+3].[Cl-].[Cl-].[Cl:21][C:22]1[CH:27]=[CH:26][C:25]([O:28][CH3:29])=[CH:24][CH:23]=1.ClC(Cl)C.Cl>C(Cl)Cl.ClCCCl>[Br:1][CH2:2][CH2:3][CH2:4][CH2:5][CH2:6][CH2:7][C:8]([C:26]1[CH:27]=[C:22]([Cl:21])[CH:23]=[CH:24][C:25]=1[OH:28])=[O:10].[Br:1][CH2:2][CH2:3][CH2:4][CH2:5][CH2:6][CH2:7][C:8]([C:26]1[CH:27]=[C:22]([Cl:21])[CH:23]=[CH:24][C:25]=1[O:28][CH3:29])=[O:9] |f:2.3.4.5|. Reported procedure: A mixture of 7-bromoheptanoic acid (7.6 g, 36.4 mmol), oxalyl chloride (4 mL, 45.8 mmol) and 1,2-dichloroethane (80 mL) was stirred 45 minutes at approximately 25° C. and an additional 45 minutes at approximately 45° C. and then concentrated. The residue was stirred approximately 16 hours with a mixture of aluminum chloride (4.3 g, 32 mmol), 4-chloroanisole (4 g, 28 mmol) and dichloroethane (approximately 200 mL). The mixture was then poured over cold dilute hydrochloric acid and diluted with me... Reported procedure: The thioether (A) was obtained as an oil having a satisfactory NMR spectrum (200 MHz/CDCl3): 2.33 (s, 3H), 2.42 (s, 3H), 5.37 (s, 2H), 7.26 (s, 1H), 7.35 (s, 1H) from (4-chloro-2,5-dimethylphenylthio)aceti acid, itself obtained from 4-chloro-2,5-dimethylbenzenethiol, in both cases using analogous procedures to those described in Example 13. RXN SMILES: C(C1C=CC(SC[N+]([O-])=O)=CC=1)(C)(C)C.[Cl:16][C:17]1[C:22]([CH3:23])=[CH:21][C:20]([S:24]CC(O)=O)=[C:19]([CH3:29])[CH:18]=1>>[Cl:16][C:17]1[C:22]([CH3:23])=[CH:21][C:20]([SH:24])=[C:19]([CH3:29])[CH:18]=1. Reactants: C(C)(C)(C)C1=CC=C(C=C1)SC[N+](=O)[O-] ((4-t-butylphenylthio)nitromethane), ClC1=CC(=C(C=C1C)SCC(=O)O)C ((4-chloro-2,5-dimethylphenylthio)aceti acid). Product: ClC1=CC(=C(C=C1C)S)C (4-chloro-2,5-dimethylbenzenethiol). The reactants are CC([O-])=S, CC(=O)CC(C)C, [K+], Cc1ccc(S(=O)(=O)OCC2CCOCC2)cc1, O. The product is CC(=O)SCC1CCOCC1. RXN SMILES: [C:19]([CH3:20])(=[S:21])[O-:22].[CH2:25]([C:26]([CH3:27])=[O:28])[CH:29]([CH3:30])[CH3:31].[K+:23].[O:1]1[CH2:2][CH2:3][CH:4]([CH2:7][O:8][S:9]([c:10]2[cH:11][cH:12][c:13]([CH3:14])[cH:15][cH:16]2)(=[O:17])=[O:18])[CH2:5][CH2:6]1.[OH2:24]>>[O:1]1[CH2:2][CH2:3][CH:4]([CH2:7][S:21][C:19]([CH3:20])=[O:22])[CH2:5][CH2:6]1. Reactants: CSc1nc(=O)c(-c2ccc(F)cc2)n[nH]1, CN(C)C=O, [H-], [H][H], [Na+], Cc1cc(C)c(S(=O)(=O)NO)c(C)c1. Yields the product CSc1nc(=O)c(-c2ccc(F)cc2)nn1N. Reaction SMILES: [CH3:1][S:2][c:3]1[nH:4][n:5][c:6](-[c:10]2[cH:11][cH:12][c:13]([F:16])[cH:14][cH:15]2)[c:7](=[O:9])[n:8]1.[CH3:35][N:36]([CH3:37])[CH:38]=[O:39].[H-:17].[H:19][H:20].[Na+:18].[c:21]1([CH3:22])[cH:23][c:24]([CH3:25])[cH:26][c:27]([CH3:28])[c:29]1[S:30]([NH:32][OH:31])(=[O:33])=[O:34]>>[CH3:1][S:2][c:3]1[n:4]([NH2:32])[n:5][c:6](-[c:10]2[cH:11][cH:12][c:13]([F:16])[cH:14][cH:15]2)[c:7](=[O:9])[n:8]1. Starting materials: O (Water), CN1N=CC(=C1)C1=NN(C(C=C1)=O)CC=1C=C(C=CC1)C1=NC=C(C=N1)OCC(=O)Cl ((2-{3-[3-(1-methyl-1H-pyrazol-4-yl)-6-oxo-6H-pyridazin-1-ylmethyl]phenyl}pyrimidin-5-yloxy)acetyl chloride), O1CCCC1 (tetrahydrofuran), 2, CN (Methylamine), O1CCCC1 (tetrahydrofuran). Reaction conditions: time 1 hour. Yields the product C(C)NC(COC=1C=NC(=NC1)C1=CC(=CC=C1)CN1N=C(C=CC1=O)C=1C=NN(C1)C)=O (N-ethyl-2-(2-{3-[3-(1-methyl-1H-pyrazol-4-yl)-6-oxo-6H-pyridazin-1-ylmethyl]phenyl}pyrimidin-5-yloxy)acetamide). RXN SMILES: [CH3:1][N:2]1[CH:6]=[C:5]([C:7]2[CH:12]=[CH:11][C:10](=[O:13])[N:9]([CH2:14][C:15]3[CH:16]=[C:17]([C:21]4[N:26]=[CH:25][C:24]([O:27][CH2:28][C:29](Cl)=[O:30])=[CH:23][N:22]=4)[CH:18]=[CH:19][CH:20]=3)[N:8]=2)[CH:4]=[N:3]1.C[NH2:33].O.O1[CH2:39][CH2:38]CC1>>[CH2:38]([NH:33][C:29](=[O:30])[CH2:28][O:27][C:24]1[CH:25]=[N:26][C:21]([C:17]2[CH:18]=[CH:19][CH:20]=[C:15]([CH2:14][N:9]3[C:10](=[O:13])[CH:11]=[CH:12][C:7]([C:5]4[CH:4]=[N:3][N:2]([CH3:1])[CH:6]=4)=[N:8]3)[CH:16]=2)=[N:22][CH:23]=1)[CH3:39]. Procedure: 128 mg (0.27 mmol) of (2-{3-[3-(1-methyl-1H-pyrazol-4-yl)-6-oxo-6H-pyridazin-1-ylmethyl]phenyl}pyrimidin-5-yloxy)acetyl chloride are dissolved in 10 ml of tetrahydrofuran, 1.35 ml of 2 Methylamine in tetrahydrofuran are added, and the mixture is stirred at room temperature for 1 h in a sealed vessel at room temperature. Water is added to the reaction mixture, which is then filtered off with suction. The precipitate is washed with water, with methanol and with ether and dried.